Dataset: the Open Reaction Database (ORD), a public repository of structured organic reaction records. Task: describe an organic reaction: reactants, conditions, products, and yield Starting materials: C1CCOC1, CN1CCN(c2ccc(N)cc2)CC1, CCOC(C)=O, CCCCCC, CC(C)n1nccc1C(=O)Nc1cccc(C(=O)c2ccc3c(c2)NC(=O)C3=CO)c1. Product: CC(C)n1nccc1C(=O)Nc1cccc(C(=O)c2ccc3c(c2)NC(=O)C3=CNc2ccc(N3CCN(C)CC3)cc2)c1. Reaction SMILES: [CH2:32]1[O:33][CH2:34][CH2:35][CH2:36]1.[CH3:37][N:38]1[CH2:39][CH2:40][N:41]([c:44]2[cH:45][cH:46][c:47]([NH2:50])[cH:48][cH:49]2)[CH2:42][CH2:43]1.[CH3:51][CH2:52][O:53][C:54]([CH3:55])=[O:56].[CH3:57][CH2:58][CH2:59][CH2:60][CH2:61][CH3:62].[OH:1][CH:2]=[C:3]1[C:4](=[O:31])[NH:5][c:6]2[cH:7][c:8]([C:12](=[O:13])[c:14]3[cH:15][c:16]([NH:20][C:21](=[O:22])[c:23]4[n:24]([CH:28]([CH3:29])[CH3:30])[n:25][cH:26][cH:27]4)[cH:17][cH:18][cH:19]3)[cH:9][cH:10][c:11]21>>[CH:2](=[C:3]1[C:4](=[O:31])[NH:5][c:6]2[cH:7][c:8]([C:12](=[O:13])[c:14]3[cH:15][c:16]([NH:20][C:21](=[O:22])[c:23]4[n:24]([CH:28]([CH3:29])[CH3:30])[n:25][cH:26][cH:27]4)[cH:17][cH:18][cH:19]3)[cH:9][cH:10][c:11]21)[NH:50][c:47]1[cH:46][cH:45][c:44]([N:41]2[CH2:40][CH2:39][N:38]([CH3:37])[CH2:43][CH2:42]2)[cH:49][cH:48]1. Reaction SMILES: C(S([C:6]1[CH:7]=[C:8]([C:12]2[CH:20]=[CH:19][C:18]([O:21][CH2:22][CH:23]3[CH2:28][CH2:27][N:26]([CH3:29])[CH2:25][CH2:24]3)=[C:17]3[C:13]=2[C:14]2[CH:33]=[C:32]([CH3:34])[CH:31]=[N:30][C:15]=2[NH:16]3)[CH:9]=[CH:10][CH:11]=1)(=O)=O)C.[C:35](O)([C:37](F)(F)F)=[O:36]>>[CH2:35]([O:36][C:6]1[CH:7]=[C:8]([C:12]2[CH:20]=[CH:19][C:18]([O:21][CH2:22][CH:23]3[CH2:28][CH2:27][N:26]([CH3:29])[CH2:25][CH2:24]3)=[C:17]3[C:13]=2[C:14]2[CH:33]=[C:32]([CH3:34])[CH:31]=[N:30][C:15]=2[NH:16]3)[CH:9]=[CH:10][CH:11]=1)[CH3:37]. Starting materials: C(C)S(=O)(=O)C=1C=C(C=CC1)C1=C2C3=C(NC2=C(C=C1)OCC1CCN(CC1)C)N=CC(=C3)C (5-(3-(ethylsulfonyl)phenyl)-3-methyl-8-((1-methylpiperidin-4-yl)methoxy)-9H-pyrido[2,3-b]indole), C(=O)(C(F)(F)F)O (TFA). Yields the product C(C)OC=1C=C(C=CC1)C1=C2C3=C(NC2=C(C=C1)OCC1CCN(CC1)C)N=CC(=C3)C (5-(3-ethoxyphenyl)-3-methyl-8-((1-methylpiperidin-4-yl)methoxy)-9H-pyrido[2,3-b]indole). Reported procedure: The title compound was synthesized using an analogous procedure to that outlined in the preparation of Compound 176. 1H NMR (400 MHz, DMSO-d6) δ ppm 1.35 (t, J=6.95 Hz, 3 H) 1.44-1.56 (m, 2 H) 2.10-2.18 (m, 1 H) 2.25 (br. s., 5 H) 2.80 (d, J=4.80 Hz, 3 H) 2.97-3.07 (m, 2 H) 3.52 (d, J=11.62 Hz, 2 H) 4.06-4.09 (m, 4 H) 6.98-7.14 (m, 5 H) 7.44 (t, J=7.71 Hz, 1 H) 7.64 (s, 1 H) 8.25 (s, 1 H) 9.28 (br. s., 1 H) 11.87 (s, 1 H); [M+H] calc'd for C27H32N3O2, 430.2; found, 430.5; [M+H+TFA] calc'd for C2... Reactants: C1(=CC=CC=C1)CN(CCC1=CC=C(C=C1)NC(=S)N)C (1-(4-(2-((phenylmethyl)(methyl)amino)ethyl)phenyl)-2-thiourea), C(C)(=O)[O-].[NH4+] (ammonium acetate), CS(=O)(=O)OCC (ethyl methanesulfonate), C(\C=C/C(=O)O)(=O)O (maleic acid), CS(=O)(=O)O (methanesulfonic acid), CS(=O)(=O)OCC (ethyl methanesulfonate), C([O-])([O-])=O.[Na+].[Na+] (sodium carbonate). Run in C(C)OCC (diethyl ether), C(C)(=O)OCC (ethyl acetate), O (water), C(C)O (ethanol), CO (methanol), CO (methanol), C(C)(=O)OCC (ethyl acetate). Conditions: temperature -20 celsius, time 3 hour. Yields the product C1(=CC=CC=C1)CN(CCC1=CC=C(C=C1)NC(=N)SCC)C (N-(4-(2-((phenylmethyl)(methyl)amino)ethyl)phenyl) carbamimidothioic acid, ethyl ester). Reaction SMILES: [C:1]1([CH2:7][N:8]([CH3:21])[CH2:9][CH2:10][C:11]2[CH:16]=[CH:15][C:14]([NH:17][C:18]([NH2:20])=[S:19])=[CH:13][CH:12]=2)[CH:6]=[CH:5][CH:4]=[CH:3][CH:2]=1.CS(O)(=O)=O.CS(O[CH2:32][CH3:33])(=O)=O.C([O-])(=O)C.[NH4+].C(=O)([O-])[O-].[Na+].[Na+].C(O)(=O)/C=C\C(O)=O>CO.C(OCC)(=O)C.C(OCC)C.O.C(O)C>[C:1]1([CH2:7][N:8]([CH3:21])[CH2:9][CH2:10][C:11]2[CH:12]=[CH:13][C:14]([NH:17][C:18]([S:19][CH2:32][CH3:33])=[NH:20])=[CH:15][CH:16]=2)[CH:2]=[CH:3][CH:4]=[CH:5][CH:6]=1 |f:3.4,5.6.7|. Procedure: 1-(4-(2-((Phenylmethyl)(methyl)amino)ethyl)phenyl)-2-thiourea (step (f), 0.30 g) was suspended in 200 ethanol (2.5 ml), and the mixture was treated with methanesulfonic acid (0.065 ml) and then ethyl methanesulfonate (0.12 ml). After 3 hours at 100° C., TLC on C18 silica with 80% methanol/20% water with 0.8% ammonium acetate showed incomplete conversion to product. At this point additional ethyl methanesulfonate (0.20 g) was added and the mixture refluxed for one hour. After stirring overnight, ... Reported procedure: To a solution of 7-chloro-4-hydroxy-3-phenyl-2(1H)-quinolone (0.50 g, 1.84 mmol) in dimethyl formamide (50 ml) under nitrogen at room temperature, was added sodium hydrogen carbonate (1.50 g) followed by bromoacetonitrile (1.9 ml). The reaction mixture was stirred at room temperature for 16 h, then poured into water and extracted with ethyl acetate (3×50 ml). The combined organic layers were washed with water (2×50 ml), dried (MgSO4), filtered and the solvent was removed in vacuo to leave an oil... Reactants: ClC1=CC=C2C(=C(C(NC2=C1)=O)C1=CC=CC=C1)O (7-chloro-4-hydroxy-3-phenyl-2(1H)-quinolone), C(O)([O-])=O.[Na+] (sodium hydrogen carbonate), O (water), BrCC#N (bromoacetonitrile). The product is ClC1=CC=C2C(=C(C(NC2=C1)=O)C1=CC=CC=C1)OCC#N (7-Chloro-4-cyanomethoxy-3-phenyl-2(1H)-quinolone). As a reaction SMILES: [Cl:1][C:2]1[CH:11]=[C:10]2[C:5]([C:6]([OH:19])=[C:7]([C:13]3[CH:18]=[CH:17][CH:16]=[CH:15][CH:14]=3)[C:8](=[O:12])[NH:9]2)=[CH:4][CH:3]=1.C(=O)([O-])O.[Na+].Br[CH2:26][C:27]#[N:28].O>CN(C)C=O>[Cl:1][C:2]1[CH:11]=[C:10]2[C:5]([C:6]([O:19][CH2:26][C:27]#[N:28])=[C:7]([C:13]3[CH:18]=[CH:17][CH:16]=[CH:15][CH:14]=3)[C:8](=[O:12])[NH:9]2)=[CH:4][CH:3]=1 |f:1.2|. Run in CN(C=O)C (dimethyl formamide). Reaction conditions: time 16 hour.